This data is from the Open Reaction Database (ORD), a public repository of structured organic reaction records. The task is: describe an organic reaction: reactants, conditions, products, and yield The reactants are CN1CCCC1=O, ClCCN1CCOCC1, Cl, [K+], [K+], O=[N+]([O-])c1ccc(O)c2ccccc12, [Na+], O=C([O-])[O-], [OH-], O. The product is O=[N+]([O-])c1ccc(OCCN2CCOCC2)c2ccccc12. Reaction SMILES: [CH3:34][N:35]1[CH2:36][CH2:37][CH2:38][C:39]1=[O:40].[Cl:16][CH2:17][CH2:18][N:19]1[CH2:20][CH2:21][O:22][CH2:23][CH2:24]1.[ClH:15].[K+:27].[K+:28].[N+:1](=[O:2])([O-:3])[c:4]1[cH:5][cH:6][c:7]([OH:14])[c:8]2[cH:9][cH:10][cH:11][cH:12][c:13]12.[Na+:26].[O-:29][C:30]([O-:31])=[O:32].[OH-:25].[OH2:33]>>[N+:1](=[O:2])([O-:3])[c:4]1[cH:5][cH:6][c:7]([O:14][CH2:17][CH2:18][N:19]2[CH2:20][CH2:21][O:22][CH2:23][CH2:24]2)[c:8]2[cH:9][cH:10][cH:11][cH:12][c:13]12. Reactants: C(C1=CC=CC=C1)OC1=CC(=C(C=C1)O)Br (4-benzyloxy-2-bromophenol), C([O-])([O-])=O.[K+].[K+] (potassium carbonate), CI (methyl iodide), O (water). Solvent: CN(C=O)C (N,N-dimethylformamide). Conditions: time 18 hour. Yields the product C(C1=CC=CC=C1)OC1=CC(=C(C=C1)OC)Br (4-Benzyloxy-2-bromoanisole). The yield is 96.0%. Reaction SMILES: [CH2:1]([O:8][C:9]1[CH:14]=[CH:13][C:12]([OH:15])=[C:11]([Br:16])[CH:10]=1)[C:2]1[CH:7]=[CH:6][CH:5]=[CH:4][CH:3]=1.[C:17](=O)([O-])[O-].[K+].[K+].CI.O>CN(C)C=O>[CH2:1]([O:8][C:9]1[CH:14]=[CH:13][C:12]([O:15][CH3:17])=[C:11]([Br:16])[CH:10]=1)[C:2]1[CH:3]=[CH:4][CH:5]=[CH:6][CH:7]=1 |f:1.2.3|. Reported procedure: To a solution of 4-benzyloxy-2-bromophenol (20 g, 71.6 mmol) in N,N-dimethylformamide (65 ml) was added potassium carbonate (12.4 g, 89.6 mmol) and methyl iodide (12.7 g, 89.6 mmol). The mixture was stirred at room temperature for 18 hours, poured into water (250 ml) and extracted with ethyl acetate (2×100 ml). The organic layer was separated, dried (MgSO4), filtered and concentrated in vacuo to give the title compound (20.15 g, 96%), δH (250 MHz, CDCl3) 3.84 (3H, s, ArOCH3), 4.99 (2H, s, OCH2),... Starting materials: O1CCCC1 (tetrahydrofuran), C(C)OC(C(C(=O)OCC)C=1N=C(SC1)NC(=O)OCC1=CC=CC=C1)=O (2-(2-benzyloxycarbonylamino-4-thiazolyl)malonic acid diethyl ester), [H-].[Na+] (sodium hydride), O1CCCC1 (tetrahydrofuran), Cl/C=C/C(=O)O (trans-3-chloroacrylic acid). Run in C(C)(=O)OCC (ethyl acetate), Cl (hydrochloric acid). Run at time 12.5 hour. Product: C(C)OC(=O)C(C=CC(=O)OC(C1=CC=CC=C1)C1=CC=CC=C1)(C(=O)OCC)C=1N=C(SC1)NC(=O)OCC1=CC=CC=C1 (3-diphenylmethoxycarbonyl-1-(2-benzyloxycarbonylamino-4-thiazolyl)-2-propene-1,1-dicarboxylic acid diethyl ester). As a reaction SMILES: [CH2:1]([O:3][C:4](=[O:27])[CH:5]([C:11]1[N:12]=[C:13]([NH:16][C:17]([O:19][CH2:20][C:21]2[CH:26]=[CH:25][CH:24]=[CH:23][CH:22]=2)=[O:18])[S:14][CH:15]=1)[C:6]([O:8][CH2:9][CH3:10])=[O:7])[CH3:2].[H-].[Na+].Cl/[CH:31]=[CH:32]/[C:33]([OH:35])=[O:34].O1[CH2:40][CH2:39][CH2:38][CH2:37]1>C(OCC)(=O)C.Cl>[CH2:9]([O:8][C:6]([C:5]([C:11]1[N:12]=[C:13]([NH:16][C:17]([O:19][CH2:20][C:21]2[CH:26]=[CH:25][CH:24]=[CH:23][CH:22]=2)=[O:18])[S:14][CH:15]=1)([C:4]([O:3][CH2:1][CH3:2])=[O:27])[CH:31]=[CH:32][C:33]([O:35][CH:37]([C:21]1[CH:26]=[CH:25][CH:24]=[CH:23][CH:22]=1)[C:38]1[CH:6]=[CH:5][CH:4]=[CH:40][CH:39]=1)=[O:34])=[O:7])[CH3:10] |f:1.2|. Procedure: To a solution of 2-(2-benzyloxycarbonylamino-4-thiazolyl)malonic acid diethyl ester in tetrahydrofuran (20 parts) are added sodium hydride (2.35 equivalents) and a solution of trans-3-chloroacrylic acid diphemylmethyl ester (1.2 equivalents) in tetrahydrofuran (8 parts) under ice cooling. After stirring at 35° to 40° C. for 12.5 hours, the mixture is diluted with ethyl acetate and diluted hydrochloric acid, washed with water, dried, and concentrated. The residue is chromatographed over silica ge... Starting materials: [BH4-], COC1=CC(OC)OC1(OC)C(C)=O, CO, [Cl-], [NH4+], [Na+]. The product is COC1=CC(OC)OC1(OC)C(C)O. As a reaction SMILES: [BH4-:15].[C:1]([CH3:2])(=[O:3])[C:4]1([O:13][CH3:14])[O:5][CH:6]([O:11][CH3:12])[CH:7]=[C:8]1[O:9][CH3:10].[CH3:19][OH:20].[Cl-:17].[NH4+:18].[Na+:16]>>[CH:1]([CH3:2])([OH:3])[C:4]1([O:13][CH3:14])[O:5][CH:6]([O:11][CH3:12])[CH:7]=[C:8]1[O:9][CH3:10]. Reactants: C(CCCCCC(C)(C)C)(=O)OOC(C)(C)C (t-butyl peroxyneodecanoate), CO (methanol), C1(\C=C/C(=O)O1)=O (maleic anhydride), C=CCCCC (1-hexene). The solvent is C(C)(=O)OC(COC)C (propylene glycol methyl ether acetate), C(C)(=O)OC(COC)C (propylene glycol methyl ether acetate). Run at temperature 60 celsius, time 2 hour. Product: C1(\C=C/C(=O)O1)=O.C=CCCCC (maleic anhydride 1-hexene). Reaction SMILES: [C:1]1(=[O:7])[O:6][C:4](=[O:5])[CH:3]=[CH:2]1.[CH2:8]=[CH:9][CH2:10][CH2:11][CH2:12][CH3:13].C(OOC(C)(C)C)(=O)CCCCCC(C)(C)C.CO>C(OC(C)COC)(=O)C>[C:4]1(=[O:5])[O:6][C:1](=[O:7])[CH:2]=[CH:3]1.[CH2:8]=[CH:9][CH2:10][CH2:11][CH2:12][CH3:13] |f:5.6|. Procedure: A solution of maleic anhydride (9.8 g-0.1 mol) and 1-hexene (8.4 g-0.1 mole) in propylene glycol methyl ether acetate (30 g) was heated under agitation and nitrogen to 60 deg.C. A solution of 2.5 g of 75 wt. % t-butyl peroxyneodecanoate in 6 g of propylene glycol methyl ether acetate was then injected into the reaction vessel within half hour via a syringe pump. The reactants were agitated for another 2 hours at 60° C. before being cooled to room temperature. The product was the poured into meth...